This data is from the Open Reaction Database (ORD), a public repository of structured organic reaction records. The task is: describe an organic reaction: reactants, conditions, products, and yield Reactants: C1(=CC=CC=C1)C1(C(NCC1)=O)C1=CC=CC=C1 (3,3-diphenylpyrrolidin-2-one), CC(C)([O-])C.[K+] (potassium tert-butoxide), BrCC(=O)OCC (ethyl 2-bromoacetate). The solvent is O1CCCC1 (tetrahydrofuran). Run at temperature 80 celsius, time 8 hour. Product: O=C1N(CCC1(C1=CC=CC=C1)C1=CC=CC=C1)CC(=O)OCC (ethyl 2-(2-oxo-3,3-diphenylpyrrolidin-1-yl)acetate). As a reaction SMILES: [C:1]1([C:7]2([C:13]3[CH:18]=[CH:17][CH:16]=[CH:15][CH:14]=3)[CH2:11][CH2:10][NH:9][C:8]2=[O:12])[CH:6]=[CH:5][CH:4]=[CH:3][CH:2]=1.CC(C)([O-])C.[K+].Br[CH2:26][C:27]([O:29][CH2:30][CH3:31])=[O:28]>O1CCCC1>[O:12]=[C:8]1[C:7]([C:1]2[CH:6]=[CH:5][CH:4]=[CH:3][CH:2]=2)([C:13]2[CH:14]=[CH:15][CH:16]=[CH:17][CH:18]=2)[CH2:11][CH2:10][N:9]1[CH2:26][C:27]([O:29][CH2:30][CH3:31])=[O:28] |f:1.2|. Procedure details: To a solution of the product from Example 1A (1.0 g, 4.21 mmol) in tetrahydrofuran (20 mL) was added potassium tert-butoxide (1.0 M in tetrahydrofuran, 6.3 mL, 6.3 mmol) via syringe under nitrogen followed by ethyl 2-bromoacetate (0.47 mL, 4.21 mmol). The reaction mixture was heated to 80° C. and stirred overnight. The reaction mixture was cooled to room temperature, concentrated, and then diluted with ethyl acetate. The organic layer was washed with water and brine, dried over magnesium sulfate... Reactants: C1CCOC1, COc1cccc(CC(=O)O)c1, COc1cccc(CC(=O)Nc2cc(-c3cn(S(=O)(=O)c4ccc(C)cc4)c4ncccc34)cs2)c1, CCOC(C)=O, [Li+], [OH-], O, O, Cc1ccc(S(=O)(=O)n2cc(-c3csc(N)c3)c3cccnc32)cc1. Product: COc1cccc(CC(=O)Nc2cc(-c3c[nH]c4ncccc34)cs2)c1. As a reaction SMILES: [CH2:77]1[O:78][CH2:79][CH2:80][CH2:81]1.[CH3:26][O:27][c:28]1[cH:29][c:30]([CH2:31][C:32]([OH:33])=[O:34])[cH:35][cH:36][cH:37]1.[CH3:38][O:39][c:40]1[cH:41][c:42]([CH2:46][C:47](=[O:48])[NH:49][c:50]2[s:51][cH:52][c:53](-[c:55]3[cH:56][n:57]([S:64]([c:65]4[cH:66][cH:67][c:68]([CH3:69])[cH:70][cH:71]4)(=[O:72])=[O:73])[c:58]4[n:59][cH:60][cH:61][cH:62][c:63]34)[cH:54]2)[cH:43][cH:44][cH:45]1.[CH3:83][CH2:84][O:85][C:86]([CH3:87])=[O:88].[Li+:75].[OH-:74].[OH2:76].[OH2:82].[c:1]1([CH3:2])[cH:3][cH:4][c:5]([S:6]([n:7]2[c:8]3[n:9][cH:10][cH:11][cH:12][c:13]3[c:14](-[c:15]3[cH:16][c:17]([NH2:18])[s:19][cH:20]3)[cH:21]2)(=[O:22])=[O:23])[cH:24][cH:25]1>>[CH3:38][O:39][c:40]1[cH:41][c:42]([CH2:46][C:47](=[O:48])[NH:49][c:50]2[s:51][cH:52][c:53](-[c:55]3[cH:56][nH:57][c:58]4[n:59][cH:60][cH:61][cH:62][c:63]34)[cH:54]2)[cH:43][cH:44][cH:45]1. Reactants: N1N=NC=C1 (1,2,3-triazol), N1(N=CN=C1)C1=NC=C(C=C1)C1=C(C=C(C=C1)N1C(O[C@H](C1)CO)=O)F ((R)-3-(4-(2-([1,2,4]triazol-1-yl)pyridin-5-yl)-3-fluorophenyl)-5-hydroxymethyl oxazolidin-2-on). Product: N1(N=CN=C1)C1=NC=C(C=C1)C1=C(C=C(C=C1)N1C(O[C@H](C1)CN1N=NC=C1)=O)F ((R)-3-(4-(2-([1,2,4]triazol-1-yl)pyridin-5-yl)-3-fluorophenyl)-5-([1,2,3]triazol-1-yl)methyl oxazolidin-2-on). As a reaction SMILES: [NH:1]1[CH:5]=[CH:4][N:3]=[N:2]1.[N:6]1([C:11]2[CH:16]=[CH:15][C:14]([C:17]3[CH:22]=[CH:21][C:20]([N:23]4[CH2:27][C@H:26]([CH2:28]O)[O:25][C:24]4=[O:30])=[CH:19][C:18]=3[F:31])=[CH:13][N:12]=2)[CH:10]=[N:9][CH:8]=[N:7]1>>[N:6]1([C:11]2[CH:16]=[CH:15][C:14]([C:17]3[CH:22]=[CH:21][C:20]([N:23]4[CH2:27][C@H:26]([CH2:28][N:1]5[CH:5]=[CH:4][N:3]=[N:2]5)[O:25][C:24]4=[O:30])=[CH:19][C:18]=3[F:31])=[CH:13][N:12]=2)[CH:10]=[N:9][CH:8]=[N:7]1. Procedure details: The same procedure as in Example 24 was conducted, except for adding 1,2,3-triazol and using the compound 17 as a starting material, to obtain the title compound.